Dataset: the Open Reaction Database (ORD), a public repository of structured organic reaction records. Task: describe an organic reaction: reactants, conditions, products, and yield Product: CS(=O)(=O)O, CC(C)(C)Cn1c(N)nc2ccc(-c3[nH]c(-c4c(F)cccc4Cl)nc3-c3ccccc3)nc21. Starting materials: CS(=O)(=O)O, CO, CC(C)(C)Cn1c(N)nc2ccc(-c3[nH]c(-c4c(F)cccc4Cl)nc3-c3ccccc3)nc21, O. As a reaction SMILES: [CH3:35][S:36]([OH:37])(=[O:38])=[O:39].[CH3:41][OH:42].[Cl:1][c:2]1[c:3](-[c:9]2[n:10][c:11](-[c:29]3[cH:30][cH:31][cH:32][cH:33][cH:34]3)[c:12](-[c:14]3[cH:15][cH:16][c:17]4[c:18]([n:19]3)[n:20]([CH2:24][C:25]([CH3:26])([CH3:27])[CH3:28])[c:21]([NH2:23])[n:22]4)[nH:13]2)[c:4]([F:8])[cH:5][cH:6][cH:7]1.[OH2:40]>>[CH3:35][S:36](=[O:37])(=[O:38])[OH:39].[Cl:1][c:2]1[c:3](-[c:9]2[n:10][c:11](-[c:29]3[cH:30][cH:31][cH:32][cH:33][cH:34]3)[c:12](-[c:14]3[cH:15][cH:16][c:17]4[c:18]([n:19]3)[n:20]([CH2:24][C:25]([CH3:26])([CH3:27])[CH3:28])[c:21]([NH2:23])[n:22]4)[nH:13]2)[c:4]([F:8])[cH:5][cH:6][cH:7]1. Reactants: Cl.N1(N=CN=C1)CC(=O)O (2-(1,2,4)-triazol-1-ylacetic acid hydrochloride), N[C@H](C(=O)NC1=CC=C(C=C1)OC1=CC=CC=C1)COCC1=CC=CC=C1 ((S)-2-amino-3-(benzyloxy)-N-(4-phenoxyphenyl)propanamide). Yields the product Compound 146, N1(N=CN=C1)CC(=O)N[C@H](C(=O)NC1=CC=C(C=C1)OC1=CC=CC=C1)COCC1=CC=CC=C1 ((S)-2-(2-(1H-1,2,4-triazol-1-yl)acetamido)-3-(benzyloxy)-N-(4-phenoxyphenyl)propanamide). Isolated yield 82.0%. As a reaction SMILES: Cl.[N:2]1([CH2:7][C:8]([OH:10])=O)[CH:6]=[N:5][CH:4]=[N:3]1.[NH2:11][C@@H:12]([CH2:29][O:30][CH2:31][C:32]1[CH:37]=[CH:36][CH:35]=[CH:34][CH:33]=1)[C:13]([NH:15][C:16]1[CH:21]=[CH:20][C:19]([O:22][C:23]2[CH:28]=[CH:27][CH:26]=[CH:25][CH:24]=2)=[CH:18][CH:17]=1)=[O:14]>>[N:2]1([CH2:7][C:8]([NH:11][C@@H:12]([CH2:29][O:30][CH2:31][C:32]2[CH:37]=[CH:36][CH:35]=[CH:34][CH:33]=2)[C:13]([NH:15][C:16]2[CH:17]=[CH:18][C:19]([O:22][C:23]3[CH:28]=[CH:27][CH:26]=[CH:25][CH:24]=3)=[CH:20][CH:21]=2)=[O:14])=[O:10])[CH:6]=[N:5][CH:4]=[N:3]1 |f:0.1|. Reported procedure: Proceeding as in Example 1, but substituting 2-(1,2,4)-triazol-1-ylacetic acid hydrochloride and (S)-2-amino-3-(benzyloxy)-N-(4-phenoxyphenyl)propanamide, gave Compound 146, (S)-2-(2-(1H-1,2,4-triazol-1-yl)acetamido)-3-(benzyloxy)-N-(4-phenoxyphenyl)propanamide (106 mg, 82%). 1H-NMR (400 MHz, CDCl3): σ 8.69 (s, 1H), 8.41 (br s, 1H), 7.64 (d, 1H), 7.58 (d, 1H), 7.44 (d, 2H), 7.39-7.25 (m, 6H), 7.10-7.06 (m, 2H), 6.99-6.97 (m, 4), 5.03-4.99 (m, 1H), 4.76 (d, 1H), 4.65 (d, 1H), 4.25 (dd, 1H), 3.78 ... The reactants are CCOC(=O)c1cc(-c2ccccc2)[nH]c1C, CN(C)C=O, O=C1CCC(=O)N1Cl, [Na+], O=C([O-])O. The product is CCOC(=O)c1c(C)[nH]c(-c2ccccc2)c1Cl. As a reaction SMILES: [CH3:1][c:2]1[nH:3][c:4](-[c:12]2[cH:13][cH:14][cH:15][cH:16][cH:17]2)[cH:5][c:6]1[C:7](=[O:8])[O:9][CH2:10][CH3:11].[CH3:31][N:32]([CH3:33])[CH:34]=[O:35].[Cl:18][N:19]1[C:20](=[O:21])[CH2:22][CH2:23][C:24]1=[O:25].[Na+:26].[OH:27][C:28](=[O:29])[O-:30]>>[CH3:1][c:2]1[nH:3][c:4](-[c:12]2[cH:13][cH:14][cH:15][cH:16][cH:17]2)[c:5]([Cl:18])[c:6]1[C:7](=[O:8])[O:9][CH2:10][CH3:11]. The reactants are COC(C1=C(C=CC=C1)CN1CC2=CC(=CC=C2CC1)S(NC1=CC(=CC=C1)Cl)(=O)=O)=O (methyl-2-[[7-(3-chlorophenylsulphamoyl)-1,2,3,4-tetrahydroisoquinolin-2-yl]methyl]benzoate), CO (methanol), COC(C1=C(C=CC=C1)CBr)=O (methyl-2-(bromomethyl)benzoate). Yields the product COC(=O)C=1OC(=CC1)CN1CC2=CC(=CC=C2CC1)S(NC1=CC(=CC=C1)Cl)(=O)=O (methyl-5-[[7-(3-chlorophenylsulphamoyl)-1,2,3,4-tetrahydroisoquinolin-2-yl]methyl]-2-furoate). The yield is 62.0%. As a reaction SMILES: COC(=O)[C:4]1[CH:9]=[CH:8]C=C[C:5]=1[CH2:10][N:11]1[CH2:20][CH2:19][C:18]2[C:13](=[CH:14][C:15]([S:21](=[O:31])(=[O:30])[NH:22][C:23]3[CH:28]=[CH:27][CH:26]=[C:25]([Cl:29])[CH:24]=3)=[CH:16][CH:17]=2)[CH2:12]1.[CH3:33][O:34][C:35](=[O:44])C1C=CC=CC=1CBr.C[OH:46]>>[CH3:33][O:34][C:35]([C:8]1[O:46][C:5]([CH2:10][N:11]2[CH2:20][CH2:19][C:18]3[C:13](=[CH:14][C:15]([S:21](=[O:30])(=[O:31])[NH:22][C:23]4[CH:28]=[CH:27][CH:26]=[C:25]([Cl:29])[CH:24]=4)=[CH:16][CH:17]=3)[CH2:12]2)=[CH:4][CH:9]=1)=[O:44]. Procedure: Following the procedure of Example 1 to methyl-2-[[7-(3-chlorophenylsulphamoyl)-1,2,3,4-tetrahydroisoquinolin-2-yl]methyl]benzoate, substituting methyl-5-(chloromethyl)-2-furoate (1.75 g, 10 mmol) for methyl-2-(bromomethyl)benzoate and using corresponding proportions of other reagents, gave methyl-5-[[7-(3-chlorophenylsulphamoyl)-1,2,3,4-tetrahydroisoquinolin-2-yl]methyl]-2-furoate (2.86 g, 62%), m.pt. 167°-168° C. (from methanol).